This data is from the Open Reaction Database (ORD), a public repository of structured organic reaction records. The task is: describe an organic reaction: reactants, conditions, products, and yield The reactants are Cn1c(=O)c(C(=O)O)cc2ccc(C(F)(F)F)nc21, CN(C)C=O, O=C(Cl)C(=O)Cl, ClCCl. Yields the product Cn1c(=O)c(C(=O)O)cc2ccc(C(F)(F)F)nc21, [Cl-]. As a reaction SMILES: [CH3:1][n:2]1[c:3](=[O:19])[c:4]([C:16](=[O:17])[OH:18])[cH:5][c:6]2[cH:7][cH:8][c:9]([C:12]([F:13])([F:14])[F:15])[n:10][c:11]12.[CH3:26][N:27]([CH3:28])[CH:29]=[O:30].[Cl:20][C:21]([C:22]([Cl:23])=[O:24])=[O:25].[Cl:31][CH2:32][Cl:33]>>[CH3:1][n:2]1[c:3](=[O:19])[c:4]([C:16](=[O:17])[OH:18])[cH:5][c:6]2[cH:7][cH:8][c:9]([C:12]([F:13])([F:14])[F:15])[n:10][c:11]12.[Cl-:20]. Reactants: C(CCC)C1=NC2=C(N1CC1=CC=C(C=C1)C=1C(=CC=CC1)C(=O)OC(C)(C)C)C=C(C=C2)NC(C(C)(C)C)=O (tert.butyl 4'-[(2-n-butyl-6-(2,2-dimethyl-propionylamino)-benzimidazol-1-yl)-methyl]biphenyl-2-carboxylate), FC(C(=O)O)(F)F (trifluoroacetic acid). RXN SMILES: [CH2:1]([C:5]1[N:9]([CH2:10][C:11]2[CH:16]=[CH:15][C:14]([C:17]3[C:18]([C:23]([O:25]C(C)(C)C)=[O:24])=[CH:19][CH:20]=[CH:21][CH:22]=3)=[CH:13][CH:12]=2)[C:8]2[CH:30]=[C:31]([NH:34][C:35](=[O:40])[C:36]([CH3:39])([CH3:38])[CH3:37])[CH:32]=[CH:33][C:7]=2[N:6]=1)[CH2:2][CH2:3][CH3:4].FC(F)(F)C(O)=O>>[CH2:1]([C:5]1[N:9]([CH2:10][C:11]2[CH:16]=[CH:15][C:14]([C:17]3[C:18]([C:23]([OH:25])=[O:24])=[CH:19][CH:20]=[CH:21][CH:22]=3)=[CH:13][CH:12]=2)[C:8]2[CH:30]=[C:31]([NH:34][C:35](=[O:40])[C:36]([CH3:39])([CH3:38])[CH3:37])[CH:32]=[CH:33][C:7]=2[N:6]=1)[CH2:2][CH2:3][CH3:4]. Procedure: Prepared in analogous manner to Example 9 from tert.butyl 4'-[(2-n-butyl-6-(2,2-dimethyl-propionylamino)-benzimidazol-1-yl)-methyl]biphenyl-2-carboxylate and trifluoroacetic acid. Yields the product C(CCC)C1=NC2=C(N1CC1=CC=C(C=C1)C=1C(=CC=CC1)C(=O)O)C=C(C=C2)NC(C(C)(C)C)=O (4'-[(2-n-Butyl-6-(2,2-dimethyl-propionylamino)-benzimidazol-1-yl)-methyl]biphenyl-2-carboxylic acid). Reactants: CC(=O)O, Nc1c(C(=O)O)ccc2c1C(=O)c1ccccc1C2=O, O=C=O, O, [Zn]. Product: Nc1cccc2c1C(=O)c1ccccc1C2=O. RXN SMILES: [CH3:21][C:22](=[O:23])[OH:24].[NH2:1][c:2]1[c:3]([C:18]([OH:19])=[O:20])[cH:4][cH:5][c:6]2[c:15]1[C:14](=[O:16])[c:13]1[c:8]([cH:9][cH:10][cH:11][cH:12]1)[C:7]2=[O:17].[O:25]=[C:26]=[O:27].[OH2:29].[Zn:28]>>[NH2:1][c:2]1[cH:3][cH:4][cH:5][c:6]2[c:15]1[C:14](=[O:16])[c:13]1[c:8]([cH:9][cH:10][cH:11][cH:12]1)[C:7]2=[O:17]. The reactants are BrC1=C(C(=C(COC2OCCCC2)C(=C1F)F)F)F (2-[4-bromo-2,3,5,6-tetrafluorobenzyloxy)-tetrahydropyran), C(C#C)Cl (propargyl chloride). Yields the product C(C#C)C1=C(C(=C(CO)C(=C1F)F)F)F (4-(Prop-2-yn-1-yl)-2,3,5,6-tetrafluorobenzyl alcohol). RXN SMILES: Br[C:2]1[C:15]([F:16])=[C:14]([F:17])[C:5]([CH2:6][O:7]C2CCCCO2)=[C:4]([F:18])[C:3]=1[F:19].[CH2:20](Cl)[C:21]#[CH:22]>>[CH2:22]([C:2]1[C:3]([F:19])=[C:4]([F:18])[C:5]([CH2:6][OH:7])=[C:14]([F:17])[C:15]=1[F:16])[C:21]#[CH:20]. Procedure details: 4-(Prop-2-yn-1-yl)-2,3,5,6-tetrafluorobenzyl alcohol was prepared from 2-[4-bromo-2,3,5,6-tetrafluorobenzyloxy)-tetrahydropyran and propargyl chloride, by a two stage procedure similar to that described in Example 4. Starting materials: C([O-])([O-])=O.[K+].[K+] (Potassium carbonate), O=C1C(OC2=C(N1)C=CC=C2)CC(=O)OCC (Ethyl 2-(3,4-dihydro-3-oxo-2H-1,4-benzoxazin-2-yl]acetate), BrCC=1SC2=C(N1)C=C(C=C2)Cl (2-bromomethyl-5-chlorobenzothiazole), [I-].[K+] (potassium iodide), [Cl-].[NH4+] (ammonium chloride). Solvent: CS(=O)C (dimethyl sulfoxide). Run at time 15 hour. Yields the product ClC=1C=CC2=C(N=C(S2)CN2C(C(OC3=C2C=CC=C3)CC(=O)OCC)=O)C1 (Ethyl 2-[4-(5-chlorobenzothiazol-2-yl) methyl-3,4-dihydro-3-oxo-2H-1,4-benzoxazin-2-yl]acetate). Reaction SMILES: [O:1]=[C:2]1[NH:7][C:6]2[CH:8]=[CH:9][CH:10]=[CH:11][C:5]=2[O:4][CH:3]1[CH2:12][C:13]([O:15][CH2:16][CH3:17])=[O:14].Br[CH2:19][C:20]1[S:21][C:22]2[CH:28]=[CH:27][C:26]([Cl:29])=[CH:25][C:23]=2[N:24]=1.[I-].[K+].C(=O)([O-])[O-].[K+].[K+].[Cl-].[NH4+]>CS(C)=O>[Cl:29][C:26]1[CH:27]=[CH:28][C:22]2[S:21][C:20]([CH2:19][N:7]3[C:6]4[CH:8]=[CH:9][CH:10]=[CH:11][C:5]=4[O:4][CH:3]([CH2:12][C:13]([O:15][CH2:16][CH3:17])=[O:14])[C:2]3=[O:1])=[N:24][C:23]=2[CH:25]=1 |f:2.3,4.5.6,7.8|. Procedure: Ethyl 2-(3,4-dihydro-3-oxo-2H-1,4-benzoxazin-2-yl]acetate (150 mg), 2-bromomethyl-5-chlorobenzothiazole (186 mg) and potassium iodide (13 mg) were dissolved in dimethyl sulfoxide (2 ml). Potassium carbonate (133 mg) was added and the mixture was stirred at room temperature for 15 hours. A saturated aqueous solution of ammonium chloride was added to the reaction mixture, and the mixture was extracted with ethyl acetate. The organic layer was washed with saturated brine and dried over anhydrous so...